This data is from the Open Reaction Database (ORD), a public repository of structured organic reaction records. The task is: describe an organic reaction: reactants, conditions, products, and yield The reactants are ClC=1C=C(OC2=CC=C(OCC(C)=O)C=C2)C=CC1 (1-[4-(3-chlorophenoxy)-phenoxy]-2-propanone), [H][H] (hydrogen), liquid, N (ammonia). The reagents and catalysts are [Ni] (Raney nickel). The solvent is CO (methanol). Conditions: time 2 hour. Yields the product NC(COC1=CC=C(C=C1)OC1=CC(=CC=C1)Cl)C (2-amino-1-[4-(3-chlorophenoxy)-phenoxy]-propane). As a reaction SMILES: [Cl:1][C:2]1[CH:3]=[C:4]([CH:17]=[CH:18][CH:19]=1)[O:5][C:6]1[CH:16]=[CH:15][C:9]([O:10][CH2:11][C:12](=O)[CH3:13])=[CH:8][CH:7]=1.[NH3:20].[H][H]>CO.[Ni]>[NH2:20][CH:12]([CH3:13])[CH2:11][O:10][C:9]1[CH:15]=[CH:16][C:6]([O:5][C:4]2[CH:17]=[CH:18][CH:19]=[C:2]([Cl:1])[CH:3]=2)=[CH:7][CH:8]=1. Procedure details: 51 g of 1-[4-(3-chlorophenoxy)-phenoxy]-2-propanone are dissolved in 510 ml of methanol in an autoclave, and 10 g of Raney nickel are added. 31 g of liquid ammonia are introduced, and then hydrogen gas is introduced under pressure. The reaction mixture is hydrogenated at 50 bar and +40° C.-45° C. for 2 hours. The reaction mixture is then filtered through diatomaceous earth and the solvent is distilled off completely in vacuo. The crude product is chromatographed over silica gel (eluant: diethyl ... The reactants are Br, O=C([O-])O, COc1cccc(CCN2C(=O)c3ccccc3C2=O)c1, CCOCC, FC(F)(F)c1ccc(Br)cc1, [Mg], [Na+]. Yields the product COc1cccc(CCN2C(=O)c3ccccc3C2(O)c2ccc(C(F)(F)F)cc2)c1. As a reaction SMILES: [Br:13].[C:35](=[O:36])([OH:37])[O-:38].[CH3:14][O:15][c:16]1[cH:17][c:18]([CH2:22][CH2:23][N:24]2[C:25](=[O:34])[c:26]3[c:27]([cH:30][cH:31][cH:32][cH:33]3)[C:28]2=[O:29])[cH:19][cH:20][cH:21]1.[CH3:40][CH2:41][O:42][CH2:43][CH3:44].[F:2][C:3]([c:4]1[cH:5][cH:6][c:7]([Br:10])[cH:8][cH:9]1)([F:11])[F:12].[Mg:1].[Na+:39]>>[F:2][C:3]([c:4]1[cH:5][cH:6][c:7]([C:28]2([OH:29])[N:24]([CH2:23][CH2:22][c:18]3[cH:17][c:16]([O:15][CH3:14])[cH:21][cH:20][cH:19]3)[C:25](=[O:34])[c:26]3[c:27]2[cH:30][cH:31][cH:32][cH:33]3)[cH:8][cH:9]1)([F:11])[F:12]. The reactants are C=CCNC(=O)OC(C)(C)C, ClCCl, O=C(OO)c1cccc(Cl)c1. The product is CC(C)(C)OC(=O)NCC1CO1. As a reaction SMILES: [CH2:1]([CH:2]=[CH2:3])[NH:4][C:5]([O:6][C:7]([CH3:8])([CH3:9])[CH3:10])=[O:11].[Cl:23][CH2:24][Cl:25].[OH:12][O:13][C:14]([c:15]1[cH:16][c:17]([Cl:18])[cH:19][cH:20][cH:21]1)=[O:22]>>[CH2:1]([CH:2]1[CH2:3][O:12]1)[NH:4][C:5]([O:6][C:7]([CH3:8])([CH3:9])[CH3:10])=[O:11]. Starting materials: O=C([O-])[O-], CCOC(=O)N1C(=O)c2ccccc2C1=O, Cl, Cl, [K+], [K+], NCCc1ccc(O)c([N+](=O)[O-])c1. Product: O=C1c2ccccc2C(=O)N1CCc1ccc(O)c([N+](=O)[O-])c1. Reaction SMILES: [C:1](=[O:2])([O-:3])[O-:4].[C:7]([O:8][CH2:9][CH3:10])(=[O:11])[N:12]1[C:13](=[O:22])[c:14]2[c:15]([cH:18][cH:19][cH:20][cH:21]2)[C:16]1=[O:17].[ClH:23].[ClH:37].[K+:5].[K+:6].[N+:24](=[O:25])([O-:26])[c:27]1[cH:28][c:29]([CH2:30][CH2:31][NH2:32])[cH:33][cH:34][c:35]1[OH:36]>>[CH2:7]([N:12]1[C:13](=[O:22])[c:14]2[c:15]([cH:18][cH:19][cH:20][cH:21]2)[C:16]1=[O:17])[CH2:30][c:29]1[cH:28][c:27]([N+:24](=[O:25])[O-:26])[c:35]([OH:36])[cH:34][cH:33]1. Reactants: CN(C)CC1=CC(=NC=C1)CSCCNC(=C[N+](=O)[O-])SC (1-[2-(4-dimethylaminomethyl-2-pyridylmethylthio)ethylamino]-1-methylthio-2-nitroethylene), CN (methylamine). Solvent: C(C)O (ethanol). Reaction conditions: time 36 hour. The product is [N+](=O)([O-])C=C(NCCSCC1=NC=CC(=C1)CN(C)C)NC (1-nitro-2-methylamino-2-[2-(4-dimethylaminomethyl-2-pyridylmethylthio)ethylamino]ethylene). Reaction SMILES: [CH3:1][N:2]([CH2:4][C:5]1[CH:10]=[CH:9][N:8]=[C:7]([CH2:11][S:12][CH2:13][CH2:14][NH:15][C:16](SC)=[CH:17][N+:18]([O-:20])=[O:19])[CH:6]=1)[CH3:3].[CH3:23][NH2:24]>C(O)C>[N+:18]([CH:17]=[C:16]([NH:24][CH3:23])[NH:15][CH2:14][CH2:13][S:12][CH2:11][C:7]1[CH:6]=[C:5]([CH2:4][N:2]([CH3:3])[CH3:1])[CH:10]=[CH:9][N:8]=1)([O-:20])=[O:19]. Procedure details: A solution of 1-[2-(4-dimethylaminomethyl-2-pyridylmethylthio)ethylamino]-1-methylthio-2-nitroethylene (0.85 g) in 16% methylamine in ethanol (40 ml) was allowed to stand at ambient temperature for 36 hours. The solvent was removed in vacuo and the product was purified by chromatography on a silica gel column eluted with 15% methanol/chloroform followed by recrystallisation from acetonitrile to give 1-nitro-2-methylamino-2-[2-(4-dimethylaminomethyl-2-pyridylmethylthio)ethylamino]ethylene (0.32 g... Reactants: N1CCC(CC1)C1=NC=C2N1C=CC=C2 (3-(Piperidin-4-yl)imidazo[1,5-a]pyridine), C(=O)[C@H]1CN(C[C@@H]1C1=CC=CC=C1)[C@@H](C(=O)OCC1=CC=C(C=C1)OC)C1CCCCC1 (α-(R)-(3-(R)-formyl-4-(S)-phenylpyrrolidin-1-yl)-cyclohexaneacetic acid, para-methoxybenzyl ester). Yields the product C=1N=C(N2C1C=CC=C2)C2CCN(CC2)C[C@H]2CN(C[C@@H]2C2=CC=CC=C2)[C@@H](C(=O)O)C2CCCCC2 (α-(R)-(3-(S)-((4-(Imidazo[1,5-a]pyridin-3-yl)piperidin-1-yl)methyl)-4-(S)-phenylpyrrolidin-1-yl)-cyclohexaneacetic Acid). As a reaction SMILES: [NH:1]1[CH2:6][CH2:5][CH:4]([C:7]2[N:11]3[CH:12]=[CH:13][CH:14]=[CH:15][C:10]3=[CH:9][N:8]=2)[CH2:3][CH2:2]1.[CH:16]([C@@H:18]1[C@@H:22]([C:23]2[CH:28]=[CH:27][CH:26]=[CH:25][CH:24]=2)[CH2:21][N:20]([C@H:29]([CH:42]2[CH2:47][CH2:46][CH2:45][CH2:44][CH2:43]2)[C:30]([O:32]CC2C=CC(OC)=CC=2)=[O:31])[CH2:19]1)=O>>[CH:9]1[N:8]=[C:7]([CH:4]2[CH2:3][CH2:2][N:1]([CH2:16][C@@H:18]3[C@@H:22]([C:23]4[CH:24]=[CH:25][CH:26]=[CH:27][CH:28]=4)[CH2:21][N:20]([C@H:29]([CH:42]4[CH2:47][CH2:46][CH2:45][CH2:44][CH2:43]4)[C:30]([OH:32])=[O:31])[CH2:19]3)[CH2:6][CH2:5]2)[N:11]2[CH:12]=[CH:13][CH:14]=[CH:15][C:10]=12. Procedure: The title compound was prepared from 3-(piperidin-4-yl)imidazo[1,5-a]pyridine (from Step B) and 2-(R)-(3-(R)-formyl-4-(S)-phenylpyrrolidin-1-yl)-cyclohexaneacetic acid, (4-methoxy)benzyl ester (Aldehyde 5) using procedures analogous to those described in Example 95 (Steps C and D). ESI-MS 501 (M+1); HPLC A: 1.20 min. Reactants: C(C)OC(CC1=C(NC2=CC=C(C=C12)OC)C)=O (5-methoxy-2-methyl-1H-indole-3-acetic acid ethyl ester), [H-].[Na+] (NaH), ClC1=CC=C(CCl)C=C1 (p-chlorobenzyl chloride), ClC1=CC=C(C=C1)CN1C(=C(C2=CC(=CC=C12)OC)CC(=O)O)C (1-[(4-Chlorophenyl)methyl]-5-methoxy-2-methyl-1H-indole-3-acetic acid). The product is C(C)OC(CC1=C(N(C2=CC=C(C=C12)OC)CC1=CC=C(C=C1)Cl)C)=O (1-[(4-chlorophenyl)methyl]-2-methyl-5-methoxy-1H-indole-3-acetic acid ethyl ester). As a reaction SMILES: [Cl:1][C:2]1[CH:7]=[CH:6][C:5]([CH2:8][N:9]2[C:17]3[C:12](=[CH:13][C:14]([O:18][CH3:19])=[CH:15][CH:16]=3)[C:11]([CH2:20][C:21]([OH:23])=[O:22])=[C:10]2[CH3:24])=[CH:4][CH:3]=1.[CH2:25](OC(=O)CC1C2C(=CC=C(OC)C=2)NC=1C)[CH3:26].[H-].[Na+].ClC1C=CC(CCl)=CC=1>>[CH2:25]([O:22][C:21](=[O:23])[CH2:20][C:11]1[C:12]2[C:17](=[CH:16][CH:15]=[C:14]([O:18][CH3:19])[CH:13]=2)[N:9]([CH2:8][C:5]2[CH:4]=[CH:3][C:2]([Cl:1])=[CH:7][CH:6]=2)[C:10]=1[CH3:24])[CH3:26] |f:2.3|. Reported procedure: 1-[(4-Chlorophenyl)methyl]-5-methoxy-2-methyl-1H-indole-3-acetic acid. The procedure in Example 63, Part B, was used to react 1.35 g (5.5 mmol) of 5-methoxy-2-methyl-1H-indole-3-acetic acid ethyl ester with 240 mg (6 mmol) of 60% NaH/mineral oil and 970 mg (6 mmol) of p-chlorobenzyl chloride to give 1.4 g of 1-[(4-chlorophenyl)methyl]-2-methyl-5-methoxy-1H-indole-3-acetic acid ethyl ester that had been chromatographed on silica (20% ether/hexane→35% ether/hexane). This ester was hydrolyzed with ... The reactants are S(=O)(Cl)Cl (Thionyl chloride), OCC=1OC2=C(C1C)C=C(C=C2)[N+](=O)[O-] (2-hydroxymethyl-3-methyl-5-nitrobenzofuran). The reagents and catalysts are N1=CC=CC=C1 (pyridine). Solvent: C(Cl)Cl (methylene chloride), O (water). Conditions: time 24 hour. Product: ClCC=1OC2=C(C1C)C=C(C=C2)[N+](=O)[O-] (2-Chloromethyl-3-methyl-5-nitrobenzofuran). As a reaction SMILES: S(Cl)([Cl:3])=O.O[CH2:6][C:7]1[O:8][C:9]2[CH:16]=[CH:15][C:14]([N+:17]([O-:19])=[O:18])=[CH:13][C:10]=2[C:11]=1[CH3:12]>C(Cl)Cl.N1C=CC=CC=1.O>[Cl:3][CH2:6][C:7]1[O:8][C:9]2[CH:16]=[CH:15][C:14]([N+:17]([O-:19])=[O:18])=[CH:13][C:10]=2[C:11]=1[CH3:12]. Procedure: Thionyl chloride (1.48 g, 12.4 mmole) was added dropwise to a solution of 2-hydroxymethyl-3-methyl-5-nitrobenzofuran (0.86 g, 4.15 mmole) in methylene chloride (10 ml) and pyridine (2 drops) and the mixture was stirred at room temperature for 24 hours. The reaction mixture was then diluted with water, the organic phase separated, and the aqueous phase re-extracted with methylene chloride. The combined organic phases were washed with aqueous sodium bicarbonate, dried (Na2SO4) and the solvent evap... Starting materials: NC1=NNC=2C(N(CCC21)C2=CC=C(C=C2)C)=O (3-amino-5,6-dihydro-6-N-(p-tolyl)-1H-pyrazolo[3,4-c]pyridin-7(4H)-one), C([O-])([O-])=O.[K+].[K+] (potassium carbonate), C(C)(C)(C)C1=CC=C(CN2CCN(CC2)C(CCCl)=O)C=C1 (1-{4-(4-t-butylbenzyl)piperazin-1-yl}-3-chloropropan-1-one). The product is NC1=NN(C=2C(N(CCC21)C2=CC=C(C=C2)C)=O)C(CCN2CCN(CC2)CC2=CC=C(C=C2)C(C)(C)C)=O (3-amino-1-[{4-(4-t-butylbenzyl)piperazin-1-yl}propanoyl]-6-N-(p-tolyl)-4,5,6,7-tetrahydro-1H-pyrazolo[3,4-c]pyridin-7-one). As a reaction SMILES: [NH2:1][C:2]1[C:10]2[CH2:9][CH2:8][N:7]([C:11]3[CH:16]=[CH:15][C:14]([CH3:17])=[CH:13][CH:12]=3)[C:6](=[O:18])[C:5]=2[NH:4][N:3]=1.[C:19](=[O:22])([O-])[O-].[K+].[K+].[C:25]([C:29]1[CH:46]=[CH:45][C:32]([CH2:33][N:34]2[CH2:39][CH2:38][N:37]([C:40](=O)[CH2:41]CCl)[CH2:36][CH2:35]2)=[CH:31][CH:30]=1)([CH3:28])([CH3:27])[CH3:26]>>[NH2:1][C:2]1[C:10]2[CH2:9][CH2:8][N:7]([C:11]3[CH:16]=[CH:15][C:14]([CH3:17])=[CH:13][CH:12]=3)[C:6](=[O:18])[C:5]=2[N:4]([C:19](=[O:22])[CH2:41][CH2:40][N:37]2[CH2:36][CH2:35][N:34]([CH2:33][C:32]3[CH:31]=[CH:30][C:29]([C:25]([CH3:26])([CH3:28])[CH3:27])=[CH:46][CH:45]=3)[CH2:39][CH2:38]2)[N:3]=1 |f:1.2.3|. Procedure details: A target compound (109.8 mg, 0.207 mmol, 50.4%) was yielded as yellow solid in the same manner as Example 1 by reacting 3-amino-5,6-dihydro-6-N-(p-tolyl)-1H-pyrazolo[3,4-c]pyridin-7(4H)-one (100 mg, 0.412 mmol) with potassium carbonate (85.4 mg, 0.618 mmol) and 1-{4-(4-t-butylbenzyl)piperazin-1-yl}-3-chloropropan-1-one (146.2 mg, 0.453 mmol). Reactants: O[C@]1(C[C@@H](CCC1)C)CNC(=O)C=1C=2C=CC(=NC2C=CC1Cl)Cl (2,6-dichloro-quinoline-5-carboxylic acid ((1R,3R)-1-hydroxy-3methyl-cyclohexylmethyl)-amide), CCN(C(C)C)C(C)C (DIPEA), FC1(CNCC1)F (3,3-difluoropyrrolidine). Yields the product O[C@]1(C[C@@H](CCC1)C)CNC(=O)C=1C=2C=CC(=NC2C=CC1Cl)N1CC(CC1)(F)F (6-Chloro-2-(3,3-difluoropyrrolidin-1-yl)-quinoline-5-carboxylic acid ((1R,3R)-1-hydroxy-3-methyl-cyclohexylmethyl)-amide). As a reaction SMILES: [OH:1][C@:2]1([CH2:9][NH:10][C:11]([C:13]2[C:14]3[CH:15]=[CH:16][C:17](Cl)=[N:18][C:19]=3[CH:20]=[CH:21][C:22]=2[Cl:23])=[O:12])[CH2:7][CH2:6][CH2:5][C@@H:4]([CH3:8])[CH2:3]1.CCN(C(C)C)C(C)C.[F:34][C:35]1([F:40])[CH2:39][CH2:38][NH:37][CH2:36]1>>[OH:1][C@:2]1([CH2:9][NH:10][C:11]([C:13]2[C:14]3[CH:15]=[CH:16][C:17]([N:37]4[CH2:38][CH2:39][C:35]([F:40])([F:34])[CH2:36]4)=[N:18][C:19]=3[CH:20]=[CH:21][C:22]=2[Cl:23])=[O:12])[CH2:7][CH2:6][CH2:5][C@@H:4]([CH3:8])[CH2:3]1. Procedure: The title compound was synthesized according to the procedure described in example 1 using 2,6-dichloro-quinoline-5-carboxylic acid ((1R,3R)-1-hydroxy-3methyl-cyclohexylmethyl)-amide, DIPEA and 3,3-difluoropyrrolidine. 1H NMR (400 MHz, DMSO-d6) δ ppm 8.75 (1H), 7.85 (m, 1H), 7.58 (2H), 7.05 (1H), 4.16 (s, 1H), 4.00 (t, 2H), 3.80 (t, 1H), 3.55 (m, 1H), 3.26 (m, 2H), 2.44 (m, 2H), 2.06 (m, 2H), 1.85 (m, 2H), 1.74-1.76 (m, 5H), 1.27-1.32 (m, 1H), 0.83 (d, 3H). m/z: 438 [M+H]